From a dataset of the Open Reaction Database (ORD), a public repository of structured organic reaction records. describe an organic reaction: reactants, conditions, products, and yield Reactants: [H-].[Na+] (sodium hydride), [Br-] (bromide), [N+](=O)([O-])C=1C=C2C=C(NC2=CC1)C(=O)NC1=CC=CC=C1 (5-nitro-N-phenyl-1H-indole-2-carboxamide), [OH-].[Na+] (sodium hydroxide), BrCCC1=CC=CC=C1 ((2-bromoethyl)benzene), Cl (hydrochloric acid). The solvent is CN(C=O)C (dimethylformamide). Run at time 30 minute. The product is [N+](=O)([O-])C=1C=C2C=C(N(C2=CC1)CCC1=CC=CC=C1)C(=O)NC1=CC=CC=C1 (5-Nitro-N-phenyl-1-(2-phenylethyl)-1H-indole-2-carboxamide). RXN SMILES: [N+:1]([C:4]1[CH:5]=[C:6]2[C:10](=[CH:11][CH:12]=1)[NH:9][C:8]([C:13]([NH:15][C:16]1[CH:21]=[CH:20][CH:19]=[CH:18][CH:17]=1)=[O:14])=[CH:7]2)([O-:3])=[O:2].[OH-].[Na+].Br[CH2:25][CH2:26][C:27]1[CH:32]=[CH:31][CH:30]=[CH:29][CH:28]=1.[H-].[Na+].[Br-].Cl>CN(C)C=O>[N+:1]([C:4]1[CH:5]=[C:6]2[C:10](=[CH:11][CH:12]=1)[N:9]([CH2:25][CH2:26][C:27]1[CH:32]=[CH:31][CH:30]=[CH:29][CH:28]=1)[C:8]([C:13]([NH:15][C:16]1[CH:17]=[CH:18][CH:19]=[CH:20][CH:21]=1)=[O:14])=[CH:7]2)([O-:3])=[O:2] |f:1.2,4.5|. Reported procedure: Under argon, 200 mg (0.71 mmol) of 5-nitro-N-phenyl-1H-indole-2-carboxamide from Example XLVIII are initially charged in 5 ml of dimethylformamide. 85.3 mg (2.13 mmol) of sodium hydroxide (60% dispersion in paraffin) are added a little at a time, and the mixture is stirred at RT for 30 min. 657 mg (3.56 mmol) of (2-bromoethyl)benzene are then added, and the mixture is stirred at 100° C. for another 5 h. To terminate the reaction, a further 3 eq. of sodium hydride and 5 eq. of bromide are added, ... The reactants are CC#N, COc1ccc2cc(C)[nH]c2c1, [Na+], O=C([O-])O, CN(C)C=O, O. Yields the product COc1ccc2c(C#N)c(C)[nH]c2c1. RXN SMILES: [CH3:19][C:20]#[N:21].[CH3:1][O:2][c:3]1[cH:4][cH:5][c:6]2[cH:7][c:8]([CH3:12])[nH:9][c:10]2[cH:11]1.[Na+:18].[O-:14][C:15]([OH:16])=[O:17].[O:22]=[CH:23][N:24]([CH3:25])[CH3:26].[OH2:13]>>[CH3:1][O:2][c:3]1[cH:4][cH:5][c:6]2[c:7]([C:20]#[N:21])[c:8]([CH3:12])[nH:9][c:10]2[cH:11]1. Starting materials: NC1=C(C(=O)N)C=C(C=N1)Cl (2-amino-5-chloronicotinamide), BrCC=1C=CC(=C(C#N)C1)F (5-(bromomethyl)-2-fluorobenzonitrile). The solvent is C(C)(=O)OCC (ethyl acetate), CN(C=O)C (N,N-dimethylformamide). Run at temperature 100 celsius, time 14 hour. Yields the product Br.ClC=1C=C(C(N(C1)CC1=CC(=C(C=C1)F)C#N)=N)C(=O)N (5-chloro-1-(3-cyano-4-fluorobenzyl)-2-imino-1,2-dihydropyridine-3-carboxamide hydrobromide). Isolated yield 21.1%. Reaction SMILES: [NH2:1][C:2]1[N:10]=[CH:9][C:8]([Cl:11])=[CH:7][C:3]=1[C:4]([NH2:6])=[O:5].[Br:12][CH2:13][C:14]1[CH:15]=[CH:16][C:17]([F:22])=[C:18]([CH:21]=1)[C:19]#[N:20]>CN(C)C=O.C(OCC)(=O)C>[BrH:12].[Cl:11][C:8]1[CH:7]=[C:3]([C:4]([NH2:6])=[O:5])[C:2](=[NH:1])[N:10]([CH2:13][C:14]2[CH:15]=[CH:16][C:17]([F:22])=[C:18]([C:19]#[N:20])[CH:21]=2)[CH:9]=1 |f:4.5|. Procedure: To a solution of 2-amino-5-chloronicotinamide (0.15 g) in N,N-dimethylformamide (3 ml) was added 5-(bromomethyl)-2-fluorobenzonitrile (0.29 g), and the mixture was stirred at 100° C. for 14 hr. The reaction mixture was diluted with ethyl acetate. The precipitate was collected by filtration and washed with ethyl acetate. The obtained precipitate was recrystallized from methanol-ethyl acetate to give the title compound (71 mg). Reactants: CS(C)=O, [O-][Cl+][O-], [Na+], [Na+], [Na+], O=C([O-])O, O, O, O=Cc1cc(O)c(O)c([N+](=O)[O-])c1, O=P([O-])(O)O. Product: O=C(O)c1cc(O)c(O)c([N+](=O)[O-])c1. RXN SMILES: [CH3:30][S:31]([CH3:32])=[O:33].[Cl+:1]([O-:2])[O-:3].[Na+:23].[Na+:28].[Na+:4].[O-:24][C:25]([OH:26])=[O:27].[OH2:29].[OH2:34].[OH:5][c:6]1[cH:7][c:8]([CH:9]=[O:10])[cH:11][c:12]([N+:15](=[O:16])[O-:17])[c:13]1[OH:14].[P:18](=[O:19])([O-:20])([OH:21])[OH:22]>>[OH:5][c:6]1[cH:7][c:8]([C:9](=[O:10])[OH:19])[cH:11][c:12]([N+:15](=[O:16])[O-:17])[c:13]1[OH:14]. Starting materials: C(C)[Mg]Br (Ethylmagnesium bromide), ClC=1C=CC(=C2N3C(=NC21)N(CCC3)C=3C(=NC(=NC3C)OC)C)C=O (9-chloro-1-(2-methoxy-4,6-dimethylpyrimidin-5-yl)-1,2,3,4-tetrahydropyrimido[1,2-a]benzimidazole-6-carbaldehyde). Solvent: O1CCCC1 (tetrahydrofuran). Reaction conditions: temperature 0 celsius, time 30 minute. Yields the product ClC1=CC=C(C=2N3C(=NC21)N(CCC3)C=3C(=NC(=NC3C)OC)C)C(CC)O (1-[9-Chloro-1-(2-methoxy-4,6-dimethylpyrimidin-5-yl)-1,2,3,4-tetrahydropyrimido[1,2-a]benzimidazol-6-yl]propan-1-ol). The yield is 80.8%. RXN SMILES: [CH2:1]([Mg]Br)[CH3:2].[Cl:5][C:6]1[CH:7]=[CH:8][C:9]([CH:29]=[O:30])=[C:10]2[C:14]=1[N:13]=[C:12]1[N:15]([C:19]3[C:20]([CH3:28])=[N:21][C:22]([O:26][CH3:27])=[N:23][C:24]=3[CH3:25])[CH2:16][CH2:17][CH2:18][N:11]21>O1CCCC1>[Cl:5][C:6]1[C:14]2[N:13]=[C:12]3[N:15]([C:19]4[C:20]([CH3:28])=[N:21][C:22]([O:26][CH3:27])=[N:23][C:24]=4[CH3:25])[CH2:16][CH2:17][CH2:18][N:11]3[C:10]=2[C:9]([CH:29]([OH:30])[CH2:1][CH3:2])=[CH:8][CH:7]=1. Reported procedure: Ethylmagnesium bromide (3.0 M solution in diethyl ether, 0.25 mL, 0.75 mmol) was added to a stirred solution of 9-chloro-1-(2-methoxy-4,6-dimethylpyrimidin-5-yl)-1,2,3,4-tetrahydropyrimido[1,2-a]benzimidazole-6-carbaldehyde (256 mg, 0.689 mmol) in tetrahydrofuran (3.5 mL) at 0° C., and the mixture was stirred at 0° C. for 30 min. The reaction was quenched by water, and the mixture was extracted with ethyl acetate. The combined organic layer was washed with brine, dried over anhydrous magnesium s... Reactants: C(C)(C)C=1C=C(C=CC1)[C@H](CC(C)C)N ((S)-1-(3-isopropylphenyl)-3-methylbutan-1-amine), C(C)(C)(C)OC(=O)C1=C(C=CC=C1)C1=CC=C(C=C1)CN1C(=C(C2=CC(=CC=C12)C(=O)O)C)C (1-((2′-(tert-butoxycarbonyl)-[1,1′-biphenyl]-4-yl)methyl)-2,3-dimethyl-1H-indole-5-carboxylic acid). The product is C(C)(C)C=1C=C(C=CC1)[C@H](CC(C)C)NC(=O)C=1C=C2C(=C(N(C2=CC1)CC1=CC=C(C=C1)C=1C(=CC=CC1)C(=O)O)C)C ((S)-4′-((5-((1-(3-isopropylphenyl)-3-methylbutyl)carbamoyl)-2,3-dimethyl-1H-indol-1-yl)methyl)-[1,1′-biphenyl]-2-carboxylic acid). Reaction SMILES: [CH:1]([C:4]1[CH:5]=[C:6]([C@@H:10]([NH2:15])[CH2:11][CH:12]([CH3:14])[CH3:13])[CH:7]=[CH:8][CH:9]=1)([CH3:3])[CH3:2].C([O:20][C:21]([C:23]1[CH:28]=[CH:27][CH:26]=[CH:25][C:24]=1[C:29]1[CH:34]=[CH:33][C:32]([CH2:35][N:36]2[C:44]3[C:39](=[CH:40][C:41]([C:45](O)=[O:46])=[CH:42][CH:43]=3)[C:38]([CH3:48])=[C:37]2[CH3:49])=[CH:31][CH:30]=1)=[O:22])(C)(C)C>>[CH:1]([C:4]1[CH:5]=[C:6]([C@@H:10]([NH:15][C:45]([C:41]2[CH:40]=[C:39]3[C:44](=[CH:43][CH:42]=2)[N:36]([CH2:35][C:32]2[CH:31]=[CH:30][C:29]([C:24]4[C:23]([C:21]([OH:22])=[O:20])=[CH:28][CH:27]=[CH:26][CH:25]=4)=[CH:34][CH:33]=2)[C:37]([CH3:49])=[C:38]3[CH3:48])=[O:46])[CH2:11][CH:12]([CH3:14])[CH3:13])[CH:7]=[CH:8][CH:9]=1)([CH3:3])[CH3:2]. Procedure: The title compound was prepared following the same general protocol as described in Step 8-9, Example 1, using the (S)-1-(3-isopropylphenyl)-3-methylbutan-1-amine and the 1-((2′-(tert-butoxycarbonyl)-[1,1′-biphenyl]-4-yl)methyl)-2,3-dimethyl-1H-indole-5-carboxylic acid. ESI-MS (m/z): 587 [M+H]+. The reactants are C1COCCO1, Cc1csc(C2COCN2C(=O)OC(C)(C)C)n1, Cc1csc(C2CSCN2)n1, Cl, NC(CO)C(=O)O. The product is Cc1csc(C2COCN2)n1. RXN SMILES: [CH2:38]1[O:39][CH2:40][CH2:41][O:42][CH2:43]1.[CH3:19][c:20]1[n:21][c:22]([CH:25]2[N:26]([C:30]([O:31][C:32]([CH3:33])([CH3:34])[CH3:35])=[O:36])[CH2:27][O:28][CH2:29]2)[s:23][cH:24]1.[CH3:8][c:9]1[n:10][c:11]([CH:12]2[CH2:13][S:14][CH2:15][NH:16]2)[s:17][cH:18]1.[ClH:37].[NH2:1][CH:2]([CH2:3][OH:4])[C:5]([OH:6])=[O:7]>>[CH3:19][c:20]1[n:21][c:22]([CH:25]2[NH:26][CH2:27][O:28][CH2:29]2)[s:23][cH:24]1.